From a dataset of the Open Reaction Database (ORD), a public repository of structured organic reaction records. describe an organic reaction: reactants, conditions, products, and yield Starting materials: O=C([O-])[O-], CCB(CC)c1cccnc1, Cc1ccc(S(=O)(=O)n2ccc3c(Cl)ncnc32)cc1, [K+], [K+], C1CCOC1. The product is Cc1ccc(S(=O)(=O)n2ccc3c(-c4cccnc4)ncnc32)cc1. RXN SMILES: [C:32](=[O:33])([O-:34])[O-:35].[CH2:21]([B:22]([CH2:23][CH3:30])[c:24]1[cH:25][n:26][cH:27][cH:28][cH:29]1)[CH3:31].[Cl:1][c:2]1[c:3]2[c:4]([n:5][cH:6][n:7]1)[n:8]([S:11](=[O:12])(=[O:13])[c:14]1[cH:15][cH:16][c:17]([CH3:20])[cH:18][cH:19]1)[cH:9][cH:10]2.[K+:36].[K+:37].[O:38]1[CH2:39][CH2:40][CH2:41][CH2:42]1>>[c:2]1(-[c:24]2[cH:25][n:26][cH:27][cH:28][cH:29]2)[c:3]2[c:4]([n:5][cH:6][n:7]1)[n:8]([S:11](=[O:12])(=[O:13])[c:14]1[cH:15][cH:16][c:17]([CH3:20])[cH:18][cH:19]1)[cH:9][cH:10]2. Reactants: aqueous solution, [OH-].[Na+] (sodium hydroxide), N(=[N+]=[N-])C1=C(C2=C(C(C=C(O2)C2=CC(=C(C=C2)NC(C(C)(C)C)=O)F)=O)C(=C1F)NC(C(C)(C)C)=O)F (7-azido-6,8-difluoro-2-(3-fluoro-4-pivaloylaminophenyl)-5-pivaloylamino-4H-1-benzopyran-4-one), C1(=CC=CC=C1)P(C1=CC=CC=C1)C1=CC=CC=C1 (triphenylphosphine), Cl (hydrochloric acid). Run in O1CCCC1 (tetrahydrofuran). Conditions: time 2 hour. Yields the product NC1=C(C2=C(C(C=C(O2)C2=CC(=C(C=C2)NC(C(C)(C)C)=O)F)=O)C(=C1F)NC(C(C)(C)C)=O)F (7-amino-6,8-difluoro-2-(3-fluoro-4-pivaloylaminophenyl)-5-pivaloylamino-4H-1-benzopyran-4-one). Isolated yield 85.0%. Reaction SMILES: [N:1]([C:4]1[C:28]([F:29])=[C:27]([NH:30][C:31](=[O:36])[C:32]([CH3:35])([CH3:34])[CH3:33])[C:7]2[C:8](=[O:26])[CH:9]=[C:10]([C:12]3[CH:17]=[CH:16][C:15]([NH:18][C:19](=[O:24])[C:20]([CH3:23])([CH3:22])[CH3:21])=[C:14]([F:25])[CH:13]=3)[O:11][C:6]=2[C:5]=1[F:37])=[N+]=[N-].C1(P(C2C=CC=CC=2)C2C=CC=CC=2)C=CC=CC=1.Cl.[OH-].[Na+]>O1CCCC1>[NH2:1][C:4]1[C:28]([F:29])=[C:27]([NH:30][C:31](=[O:36])[C:32]([CH3:35])([CH3:34])[CH3:33])[C:7]2[C:8](=[O:26])[CH:9]=[C:10]([C:12]3[CH:17]=[CH:16][C:15]([NH:18][C:19](=[O:24])[C:20]([CH3:23])([CH3:22])[CH3:21])=[C:14]([F:25])[CH:13]=3)[O:11][C:6]=2[C:5]=1[F:37] |f:3.4|. Procedure details: 3.50 g (6.80mmol) of 7-azido-6,8-difluoro-2-(3-fluoro-4-pivaloylaminophenyl)-5-pivaloylamino-4H-1-benzopyran-4-one obtained in Example 93 (1) was suspended in 120 mL of tetrahydrofuran, 1.96 g (7.48 mmol) of triphenylphosphine was added and the mixture was stirred at room temperature for 2 hours. To this was added 50 mL of 1N hydrochloric acid and the mixture was further stirred for 10 hours. The mixture was adjusted to pH 9 by addition of a 10N aqueous solution of sodium hydroxide thereto, and ... Starting materials: BrCc1ccccc1, O=C([O-])[O-], CN(C)C=O, O=Cc1c(O)cc(Cl)cc1Cl, [K+], [K+], O. The product is O=Cc1c(Cl)cc(Cl)cc1OCc1ccccc1. RXN SMILES: [Br:18][CH2:19][c:20]1[cH:21][cH:22][cH:23][cH:24][cH:25]1.[C:1](=[O:2])([O-:3])[O-:4].[CH3:27][N:28]([CH3:29])[CH:30]=[O:31].[Cl:7][c:8]1[cH:9][c:10]([OH:17])[c:11]([CH:12]=[O:13])[c:14]([Cl:16])[cH:15]1.[K+:5].[K+:6].[OH2:26]>>[Cl:7][c:8]1[cH:9][c:10]([O:17][CH2:19][c:20]2[cH:21][cH:22][cH:23][cH:24][cH:25]2)[c:11]([CH:12]=[O:13])[c:14]([Cl:16])[cH:15]1. Reactants: CCOC(=O)C(CC(C)C)N1CC(Oc2cccc(C)c2F)=CC1=O, [Li+], C1CCOC1, [OH-], O. Yields the product Cc1cccc(OC2=CC(=O)N(C(CC(C)C)C(=O)O)C2)c1F. RXN SMILES: [CH2:1]([CH3:2])[O:3][C:4]([CH:5]([CH2:6][CH:7]([CH3:8])[CH3:9])[N:10]1[C:11](=[O:24])[CH:12]=[C:13]([O:15][c:16]2[c:17]([F:23])[c:18]([CH3:22])[cH:19][cH:20][cH:21]2)[CH2:14]1)=[O:25].[Li+:28].[O:29]1[CH2:30][CH2:31][CH2:32][CH2:33]1.[OH-:27].[OH2:26]>>[O:3]=[C:4]([CH:5]([CH2:6][CH:7]([CH3:8])[CH3:9])[N:10]1[C:11](=[O:24])[CH:12]=[C:13]([O:15][c:16]2[c:17]([F:23])[c:18]([CH3:22])[cH:19][cH:20][cH:21]2)[CH2:14]1)[OH:25].